Dataset: the Open Reaction Database (ORD), a public repository of structured organic reaction records. Task: describe an organic reaction: reactants, conditions, products, and yield Run at time 5 hour. The solvent is CN(C)C=O (DMF). Procedure details: To a solution of 2-(3,5-diiodophenyl)-5-(3-methoxyphenyl)-1,3,4-oxadiazole (1.0 g, 1.98 mmol), carbazole (1.0 g, 5.98 mmol), Cu (4.0 g, 62.95 mmol) in DMF (20.0 ml) was added potassium carbonate (6.0 g, 43.41 mmol) under nitrogen and stirring. Heating was started. The reaction was carried out at 150° C. for 5 h. After cooling, the reaction mixture was filtrated. The solid residues were carefully washed with THF. THF was evaporated from the combined filtration solution. Water (150.0 ml) was added... Yields the product C1=CC=CC=2C3=CC=CC=C3N(C12)C=1C=C(C=C(C1)N1C2=CC=CC=C2C=2C=CC=CC12)C=1OC(=NN1)C1=CC(=CC=C1)OC (2-(3,5-Dicarbazol-9-ylphenyl)-5-(3-methoxyphenyl)-1,3,4-oxadiazole). Reactants: IC=1C=C(C=C(C1)I)C=1OC(=NN1)C1=CC(=CC=C1)OC (2-(3,5-diiodophenyl)-5-(3-methoxyphenyl)-1,3,4-oxadiazole), C1=CC=CC=2C3=CC=CC=C3NC12 (carbazole), Cu, C([O-])([O-])=O.[K+].[K+] (potassium carbonate). Reaction SMILES: I[C:2]1[CH:3]=[C:4]([C:9]2[O:10][C:11]([C:14]3[CH:19]=[CH:18][CH:17]=[C:16]([O:20][CH3:21])[CH:15]=3)=[N:12][N:13]=2)[CH:5]=[C:6](I)[CH:7]=1.[CH:22]1[C:34]2[NH:33][C:32]3[C:27](=[CH:28][CH:29]=[CH:30][CH:31]=3)[C:26]=2[CH:25]=[CH:24][CH:23]=1.C(=O)([O-])[O-].[K+].[K+]>CN(C=O)C>[CH:31]1[C:32]2[N:33]([C:2]3[CH:3]=[C:4]([C:9]4[O:10][C:11]([C:14]5[CH:19]=[CH:18][CH:17]=[C:16]([O:20][CH3:21])[CH:15]=5)=[N:12][N:13]=4)[CH:5]=[C:6]([N:33]4[C:34]5[CH:22]=[CH:23][CH:24]=[CH:25][C:26]=5[C:27]5[C:32]4=[CH:31][CH:30]=[CH:29][CH:28]=5)[CH:7]=3)[C:34]3[C:26](=[CH:25][CH:24]=[CH:23][CH:22]=3)[C:27]=2[CH:28]=[CH:29][CH:30]=1 |f:2.3.4|.